This data is from the Open Reaction Database (ORD), a public repository of structured organic reaction records. The task is: describe an organic reaction: reactants, conditions, products, and yield Starting materials: S(=O)(=O)(O)C1=CC=C(C)C=C1.S(=O)(=O)(O)C1=CC=C(C)C=C1.C(C(C)C)NN (isobutylhydrazine di-tosylate salt), C(C)(C)(C)OC(=O)[C@@H](C\C=C\C1=CC=CC=C1)[C@H](C(=O)O)CC(C)C ((E)-2(R)-[1(S)-(tert-butoxycarbonyl) -4-phenyl-3-butenyl]-4-methylvaleric acid), O.OC1=CC=CC=2NN=NC21 (hydroxybenzotriazole hydrate), Cl.C(C)N=C=NCCCN(C)C (1-ethyl-3-(3-dimethylaminopropyl)carbodimide hydrochloride), CN1CCOCC1 (N-methylmorpholine). Solvent: Cl (hydrochloric acid), C(C)(C)(C)OC (methyl tert.butyl ether), CN(C=O)C (dimethylformamide). Run at temperature 4 celsius, time 2 hour. Yields the product C(C)(C)(C)OC(=O)[C@@H](C\C=C\C1=CC=CC=C1)[C@H](C(=O)NNCC(C)C)CC(C)C ((E)-2(R)-[1 (S)-(tert-butoxycarbonyl)-4-phenyl-3-butenyl]-2′-isobutyl-4-methyl-valerohydrazide). Isolated yield 50.7%. As a reaction SMILES: [C:1]([O:5][C:6]([C@H:8]([C@@H:18]([CH2:22][CH:23]([CH3:25])[CH3:24])[C:19](O)=[O:20])[CH2:9]/[CH:10]=[CH:11]/[C:12]1[CH:17]=[CH:16][CH:15]=[CH:14][CH:13]=1)=[O:7])([CH3:4])([CH3:3])[CH3:2].O.O[C:28]1[C:36]2N=[N:34][NH:33][C:32]=2C=CC=1.Cl.[CH2:38](N=C=NCCCN(C)C)C.S(C1C=CC(C)=CC=1)(O)(=O)=O.S(C1C=CC(C)=CC=1)(O)(=O)=O.C(NN)C(C)C.CN1CCOCC1>CN(C)C=O.Cl.C(OC)(C)(C)C>[C:1]([O:5][C:6]([C@H:8]([C@@H:18]([CH2:22][CH:23]([CH3:25])[CH3:24])[C:19]([NH:34][NH:33][CH2:32][CH:36]([CH3:28])[CH3:38])=[O:20])[CH2:9]/[CH:10]=[CH:11]/[C:12]1[CH:17]=[CH:16][CH:15]=[CH:14][CH:13]=1)=[O:7])([CH3:4])([CH3:3])[CH3:2] |f:1.2,3.4,5.6.7|. Procedure: A solution of 4.05 kg of (E)-2(R)-[1(S)-(tert-butoxycarbonyl) -4-phenyl-3-butenyl]-4-methylvaleric acid in 12 l of dimethylformamide was cooled to 4° C. and treated with 1.97 kg of hydroxybenzotriazole hydrate and 2.466 kg of 1-ethyl-3-(3-dimethylaminopropyl)carbodimide hydrochloride and the solution was stirred for 2 hours at 4° C. 3.895 kg of isobutylhydrazine di-tosylate salt were added followed by 2.36 1 of N-methylmorpholine The mixture was stirred for 2 hours at 4° C. and for 50 hours at r... The reactants are NC1=NC2=NC=C(N=C2C(=N1)N)CN(C1=CC=CC=C1)C1=CC=CC=C1 (N-[(2,4-diaminopteridin-6-yl)methyl]-N,N-diphenylamine), Br.NC1=NC2=CC=C(C=C2C(=N1)N)CBr (2,4-diamino-6-bromomethylquinazoline hydrobromide), C1=CC=CC=2NC3=C(C=CC21)C=CC=C3 (dibenz[b,f]azepine), [H-].[Na+] (NaH). Product: NC1=NC2=CC=C(C=C2C(=N1)N)CC1=CC=CC2=C1C=CC1=C(N2)C=CC=C1 (9-[(2,4-Diaminoquinazolin-6-yl)methyl]dibenz[b,f]azepine). As a reaction SMILES: NC1N=C(N)C2C(=NC=C(CN(C3C=CC=CC=3)C3C=CC=CC=3)N=2)N=1.[CH:27]1[C:37]2[CH:36]=[CH:35][C:34]3[CH:38]=[CH:39][CH:40]=[CH:41][C:33]=3[NH:32][C:31]=2[CH:30]=[CH:29][CH:28]=1.[H-].[Na+].Br.[NH2:45][C:46]1[N:55]=[C:54]([NH2:56])[C:53]2[C:48](=[CH:49][CH:50]=[C:51]([CH2:57]Br)[CH:52]=2)[N:47]=1>>[NH2:45][C:46]1[N:55]=[C:54]([NH2:56])[C:53]2[C:48](=[CH:49][CH:50]=[C:51]([CH2:57][C:38]3[C:34]4[CH:35]=[CH:36][C:37]5[CH:27]=[CH:28][CH:29]=[CH:30][C:31]=5[NH:32][C:33]=4[CH:41]=[CH:40][CH:39]=3)[CH:52]=2)[N:47]=1 |f:2.3,4.5|. Reported procedure: 9-[(2,4-Diaminoquinazolin-6-yl)methyl]dibenz[b,f]azepine (Formula I: Ar=2,4-diaminoquinazolin-6-yl; W=CH2; X=N; Z=CH═CH; m=n=0) is prepared similarly to N-[(2,4-diaminopteridin-6-yl)methyl]-N,N-diphenylamine as disclosed above by using dibenz[b,f]azepine (154 mg, 0.8 mmol), NaH (50 mg, 2.1 mmol), and 2,4-diamino-6-bromomethylquinazoline hydrobromide (100 mg, 0.3 mmol). The product can be purified by chromatography. The reactants are CCOc1ccc(S(=O)(=O)Cl)cc1-c1nn2c(C)nc(C)c2c(=O)[nH]1, CCNCCO. Yields the product CCOc1ccc(S(=O)(=O)N(CC)CCO)cc1-c1nn2c(C)nc(C)c2c(=O)[nH]1. As a reaction SMILES: [CH2:1]([CH3:2])[O:3][c:4]1[c:5](-[c:14]2[n:15][n:16]3[c:17]([c:18](=[O:20])[nH:19]2)[c:21]([CH3:25])[n:22][c:23]3[CH3:24])[cH:6][c:7]([S:10](=[O:11])(=[O:12])[Cl:13])[cH:8][cH:9]1.[CH2:26]([CH3:27])[NH:28][CH2:29][CH2:30][OH:31]>>[CH2:1]([CH3:2])[O:3][c:4]1[c:5](-[c:14]2[n:15][n:16]3[c:17]([c:18](=[O:20])[nH:19]2)[c:21]([CH3:25])[n:22][c:23]3[CH3:24])[cH:6][c:7]([S:10](=[O:11])(=[O:12])[N:28]([CH2:26][CH3:27])[CH2:29][CH2:30][OH:31])[cH:8][cH:9]1. Starting materials: ClC=1C=C(C=2N(N1)C=C(N2)[C@H]2[C@H](C2)C2=NC1=CC=CC=C1C=C2)N2CCOCC2 (4-(6-Chloro-2-((1R,2S)-2-(quinolin-2-yl)cyclopropyl)imidazo[1,2-b]pyridazin-8-yl)morpholine), BrC1=CC=C(C(=O)OC(C)(C)C)C=C1 (tert-butyl 4-bromobenzoate). The product is ClC=1C=C(C=2N(N1)C(=C(N2)[C@H]2[C@H](C2)C2=NC1=CC=CC=C1C=C2)C2=CC=C(C(=O)OC(C)(C)C)C=C2)N2CCOCC2 (tert-Butyl 4-(6-chloro-8-morpholino-2-((1R,2S)-2-(quinolin-2-yl)cyclopropyl)imidazo[1,2-b]pyridazin-3-yl)benzoate). RXN SMILES: [Cl:1][C:2]1[CH:3]=[C:4]([N:24]2[CH2:29][CH2:28][O:27][CH2:26][CH2:25]2)[C:5]2[N:6]([CH:8]=[C:9]([C@@H:11]3[CH2:13][C@@H:12]3[C:14]3[CH:23]=[CH:22][C:21]4[C:16](=[CH:17][CH:18]=[CH:19][CH:20]=4)[N:15]=3)[N:10]=2)[N:7]=1.Br[C:31]1[CH:43]=[CH:42][C:34]([C:35]([O:37][C:38]([CH3:41])([CH3:40])[CH3:39])=[O:36])=[CH:33][CH:32]=1>>[Cl:1][C:2]1[CH:3]=[C:4]([N:24]2[CH2:29][CH2:28][O:27][CH2:26][CH2:25]2)[C:5]2[N:6]([C:8]([C:31]3[CH:43]=[CH:42][C:34]([C:35]([O:37][C:38]([CH3:39])([CH3:40])[CH3:41])=[O:36])=[CH:33][CH:32]=3)=[C:9]([C@@H:11]3[CH2:13][C@@H:12]3[C:14]3[CH:23]=[CH:22][C:21]4[C:16](=[CH:17][CH:18]=[CH:19][CH:20]=4)[N:15]=3)[N:10]=2)[N:7]=1. Procedure details: Compound 79d (33 mg, 0.081 mmol) was coupled with tert-butyl 4-bromobenzoate (29 μL, 0.12 mmol) using the procedure described in Example 20, Step A to afford title compound 146. 1H NMR (400 MHz, CD3OD) δ (ppm): 7.93-8.08 (m, 4H), 7.72-7.85 (m, 3H), 7.66 (t, J=7.6 Hz, 1H), 7.41-7.50 (m, 1H), 7.24-7.31 (m, 1H), 6.12 (s, 1H), 4.05 (br. s., 4H), 3.95 (d, J=3.9 Hz, 4H), 2.80-2.93 (m, 2H), 1.87-2.00 (m, 2H), 1.58 (s, 9H) Mass Spectrum (LCMS, ESI pos.): Calcd. for C33H32ClN5O3: 582.2 (M+H). found: 582.... Starting materials: CCCP(=O)(O)O, CCOC(=O)c1nn(C)cc1C(=O)O, CCC(C)N(C(C)C)C(C)C, CCOC(C)=O, Nc1ccn2cc(-c3ccccc3)nc2n1. The product is CCOC(=O)c1nn(C)cc1C(=O)Nc1ccn2cc(-c3ccccc3)nc2n1. As a reaction SMILES: [CH2:1]([P:2]([OH:3])([OH:4])=[O:5])[CH2:6][CH3:7].[CH2:24]([CH3:25])[O:26][C:27](=[O:28])[c:29]1[n:30][n:31]([CH3:37])[cH:32][c:33]1[C:34](=[O:35])[OH:36].[CH2:38]([CH:39]([N:40]([CH:41]([CH3:42])[CH3:43])[CH:44]([CH3:45])[CH3:46])[CH3:47])[CH3:48].[CH3:49][CH2:50][O:51][C:52](=[O:53])[CH3:54].[c:8]1(-[c:14]2[n:15][c:16]3[n:17]([cH:18][cH:19][c:20]([NH2:22])[n:21]3)[cH:23]2)[cH:9][cH:10][cH:11][cH:12][cH:13]1>>[c:8]1(-[c:14]2[n:15][c:16]3[n:17]([cH:18][cH:19][c:20]([NH:22][C:34]([c:33]4[c:29]([C:27]([O:26][CH2:24][CH3:25])=[O:28])[n:30][n:31]([CH3:37])[cH:32]4)=[O:35])[n:21]3)[cH:23]2)[cH:9][cH:10][cH:11][cH:12][cH:13]1.